Dataset: the Open Reaction Database (ORD), a public repository of structured organic reaction records. Task: describe an organic reaction: reactants, conditions, products, and yield Reactants: ClC=1N=C(C2=C(N1)SC=N2)NC2=CC(=C(C=C2)OC)OC (5-chloro-N-(3,4-dimethoxyphenyl)thiazolo[5,4-d]pyrimidin-7-amine), F\C(=C/C1=CC=C(C(=O)OC)C=C1)\C1=CC(=CC=C1)B1OC(C(O1)(C)C)(C)C ((Z)-methyl 4-(2-fluoro-2-(3-(4,4,5,5-tetramethyl-1,3,2-dioxaborolan-2-yl)phenyl)vinyl)benzoate), C(=O)([O-])[O-].[Na+].[Na+] (Na2CO3), O (water). Reagents/catalysts: C=1C=CC(=CC1)[P](C=2C=CC=CC2)(C=3C=CC=CC3)[Pd]([P](C=4C=CC=CC4)(C=5C=CC=CC5)C=6C=CC=CC6)([P](C=7C=CC=CC7)(C=8C=CC=CC8)C=9C=CC=CC9)[P](C=1C=CC=CC1)(C=1C=CC=CC1)C=1C=CC=CC1 (Pd(PPh3)4). Solvent: O1CCOCC1 (1,4-dioxane). The product is COC=1C=C(C=CC1OC)NC=1C2=C(N=C(N1)C=1C=C(C=CC1)/C(=C/C1=CC=C(C(=O)OC)C=C1)/F)SC=N2 ((Z)-methyl 4-(2-(3-(7-(3,4-dimethoxyphenylamino)thiazolo[5,4-d]pyrimidin-5-yl)phenyl)-2-fluorovinyl)benzoate). Isolated yield 41.6%. As a reaction SMILES: Cl[C:2]1[N:3]=[C:4]([NH:11][C:12]2[CH:17]=[CH:16][C:15]([O:18][CH3:19])=[C:14]([O:20][CH3:21])[CH:13]=2)[C:5]2[N:10]=[CH:9][S:8][C:6]=2[N:7]=1.[F:22]/[C:23](/[C:35]1[CH:40]=[CH:39][CH:38]=[C:37](B2OC(C)(C)C(C)(C)O2)[CH:36]=1)=[CH:24]\[C:25]1[CH:34]=[CH:33][C:28]([C:29]([O:31][CH3:32])=[O:30])=[CH:27][CH:26]=1.C([O-])([O-])=O.[Na+].[Na+].O>O1CCOCC1.C1C=CC([P]([Pd]([P](C2C=CC=CC=2)(C2C=CC=CC=2)C2C=CC=CC=2)([P](C2C=CC=CC=2)(C2C=CC=CC=2)C2C=CC=CC=2)[P](C2C=CC=CC=2)(C2C=CC=CC=2)C2C=CC=CC=2)(C2C=CC=CC=2)C2C=CC=CC=2)=CC=1>[CH3:21][O:20][C:14]1[CH:13]=[C:12]([NH:11][C:4]2[C:5]3[N:10]=[CH:9][S:8][C:6]=3[N:7]=[C:2]([C:39]3[CH:40]=[C:35](/[C:23](/[F:22])=[CH:24]/[C:25]4[CH:26]=[CH:27][C:28]([C:29]([O:31][CH3:32])=[O:30])=[CH:33][CH:34]=4)[CH:36]=[CH:37][CH:38]=3)[N:3]=2)[CH:17]=[CH:16][C:15]=1[O:18][CH3:19] |f:2.3.4,^1:66,68,87,106|. Procedure details: To a stirred solution of 5-chloro-N-(3,4-dimethoxyphenyl)thiazolo[5,4-d]pyrimidin-7-amine (100 mg, 0.31 mmol) and (Z)-methyl 4-(2-fluoro-2-(3-(4,4,5,5-tetramethyl-1,3,2-dioxaborolan-2-yl)phenyl)vinyl)benzoate (150 mg, 0.39 mmol) in 25 mL of 1,4-dioxane were added Na2CO3 (64 mg, 0.6 mmol) and 3 mL of water at room temperature. Then the mixture was degassed with nitrogen for 15 minutes. Pd(PPh3)4 (20 mg, 0.017 mmol) was added in one portion and the reaction mixture was stirred at reflux for 18 hou... Starting materials: C(CC(=O)C)(=O)OCC (Ethyl acetoacetate), C(CCCCCCC)C1=CC=C(C=O)C=C1 (paraoctylbenzaldehyde), N1CCCCC1 (piperidine), C(C)(=O)OCC (Ethyl acetate). The solvent is O (water). The product is C(CCCCCCC)C1=CC=C(C=C1)\C=C(/C(=O)OCC)\C(C)=O (Ethyl 2Z-[(4-octylphenyl)methylene]-3-oxobutanoate). Reaction SMILES: [C:1]([O:7][CH2:8][CH3:9])(=[O:6])[CH2:2][C:3]([CH3:5])=[O:4].[CH2:10]([C:18]1[CH:25]=[CH:24][C:21]([CH:22]=O)=[CH:20][CH:19]=1)[CH2:11][CH2:12][CH2:13][CH2:14][CH2:15][CH2:16][CH3:17].N1CCCCC1.C(OCC)(=O)C>O>[CH2:10]([C:18]1[CH:25]=[CH:24][C:21](/[CH:22]=[C:2](/[C:3](=[O:4])[CH3:5])\[C:1]([O:7][CH2:8][CH3:9])=[O:6])=[CH:20][CH:19]=1)[CH2:11][CH2:12][CH2:13][CH2:14][CH2:15][CH2:16][CH3:17]. Procedure: Ethyl acetoacetate (11.8g, 0.092 moles), paraoctylbenzaldehyde (10.0 g, 0.046 moles) and piperidine (1.5ml) were stirred for 48 hrs. at room temperature. Ethyl acetate (50ml) was added and the solution was added to water (100ml). The layers were separated and the organic layer dried over anhydrous sodium sulfate, filtered and concentrated to an oily solid. The title products were separated and purified by silica gel chromatography. The structure assignments were supported by NMR, infrared spectr... Starting materials: [OH-].[Na+] (NaOH), C(C)OC(CCCCSCCCCCOCC)=O (ethyl-6-thia-12-oxatetradecanoate), Cl (HCl). The solvent is CO (MeOH). Reaction conditions: time 7 hour. Product: C(CCCCSCCCCCOCC)(=O)O (6-thia-12-oxatetradecanoic acid). Reaction SMILES: [OH-].[Na+].C([O:5][C:6](=[O:20])[CH2:7][CH2:8][CH2:9][CH2:10][S:11][CH2:12][CH2:13][CH2:14][CH2:15][CH2:16][O:17][CH2:18][CH3:19])C.Cl>CO>[C:6]([OH:20])(=[O:5])[CH2:7][CH2:8][CH2:9][CH2:10][S:11][CH2:12][CH2:13][CH2:14][CH2:15][CH2:16][O:17][CH2:18][CH3:19] |f:0.1|. Procedure details: NaOH (lM, 24 mL, 24 mmol) was added to a solution of the above ethyl-6-thia-12-oxatetradecanoate, (6.8 mmol) in MeOH (20 mL). After stirring for 7 h, the reaction mixture was acidified with 10% HCl (pH 1) and extracted with ethyl acetate (2×100 mL). The organic phase was washed with water (50 mL), brine (50 mL), and dried (Na2SO4). The crude product was recrystallized from hexane to afford the title compound, 6-thia-12-oxatetradecanoic acid; yield 82%; bp 144° C.-146° C./0.01 torr; IR(neat): 300... Starting materials: FC1=CC=C(C=C1)OC(N(C)[C@@H]1CNC[C@H]1C1=CC(=C(C=C1)Cl)Cl)=O ([(3S,4R)-4-(3,4-dichloro-phenyl)-pyrrolidin-3-yl]-methyl-carbamic acid 4-fluoro-phenyl ester), O=S1(CCC(CC1)C(=O)O)=O (1,1-dioxo-hexahydro-1λ6-thiopyran-4-carboxylic acid). Product: FC1=CC=C(C=C1)OC(N(C)[C@@H]1CN(C[C@H]1C1=CC=C(C=C1)Cl)C(=O)C1CCS(CC1)(=O)=O)=O ([(3S,4R)-4-(4-chloro-phenyl)-1-(1,1-dioxo-hexahydro-1λ6-thiopyran-4-carbonyl)-pyrrolidin-3-yl]-methyl-carbamic acid 4-fluoro-phenyl ester). RXN SMILES: [F:1][C:2]1[CH:7]=[CH:6][C:5]([O:8][C:9](=[O:25])[N:10]([C@H:12]2[C@H:16]([C:17]3[CH:22]=[CH:21][C:20]([Cl:23])=[C:19](Cl)[CH:18]=3)[CH2:15][NH:14][CH2:13]2)[CH3:11])=[CH:4][CH:3]=1.[O:26]=[S:27]1(=[O:36])[CH2:32][CH2:31][CH:30]([C:33](O)=[O:34])[CH2:29][CH2:28]1>>[F:1][C:2]1[CH:7]=[CH:6][C:5]([O:8][C:9](=[O:25])[N:10]([C@H:12]2[C@H:16]([C:17]3[CH:22]=[CH:21][C:20]([Cl:23])=[CH:19][CH:18]=3)[CH2:15][N:14]([C:33]([CH:30]3[CH2:31][CH2:32][S:27](=[O:36])(=[O:26])[CH2:28][CH2:29]3)=[O:34])[CH2:13]2)[CH3:11])=[CH:4][CH:3]=1. Procedure: In analogy to the procedure described for the synthesis of example 44 (step c), the title compound [(3S,4R)-4-(4-chloro-phenyl)-1-(1,1-dioxo-hexahydro-1λ6-thiopyran-4-carbonyl)-pyrrolidin-3-yl]-methyl-carbamic acid 4-fluoro-phenyl ester was prepared from [(3S,4R)-4-(3,4-dichloro-phenyl)-pyrrolidin-3-yl]-methyl-carbamic acid 4-fluoro-phenyl ester using 1,1-dioxo-hexahydro-1λ6-thiopyran-4-carboxylic acid instead of 1-methylcyclopropane-1-carboxylic acid and was obtained as an off-white foam. MS m/... Starting materials: [Na] (sodium), C(C1=CC=CC=C1)S (benzylmercaptan), ClC=1N=C2C(=NC(=NC2=NC1N1CCOCC1)N1CCNCC1)N1CCOCC1 (6-chloro-4,7-dimorpholino-2-piperazino-pteridine). Solvent: O1CCOCC1 (dioxane), O1CCOCC1 (dioxane). Product: C(C1=CC=CC=C1)SC=1N=C2C(=NC(=NC2=NC1N1CCOCC1)N1CCNCC1)N1CCOCC1 (6-Benzylthio-4,7-dimorpholino-2-piperazino-pteridine). As a reaction SMILES: [Na].[CH2:2]([SH:9])[C:3]1[CH:8]=[CH:7][CH:6]=[CH:5][CH:4]=1.Cl[C:11]1[N:12]=[C:13]2[C:18](=[N:19][C:20]=1[N:21]1[CH2:26][CH2:25][O:24][CH2:23][CH2:22]1)[N:17]=[C:16]([N:27]1[CH2:32][CH2:31][NH:30][CH2:29][CH2:28]1)[N:15]=[C:14]2[N:33]1[CH2:38][CH2:37][O:36][CH2:35][CH2:34]1>O1CCOCC1>[CH2:2]([S:9][C:11]1[N:12]=[C:13]2[C:18](=[N:19][C:20]=1[N:21]1[CH2:22][CH2:23][O:24][CH2:25][CH2:26]1)[N:17]=[C:16]([N:27]1[CH2:32][CH2:31][NH:30][CH2:29][CH2:28]1)[N:15]=[C:14]2[N:33]1[CH2:34][CH2:35][O:36][CH2:37][CH2:38]1)[C:3]1[CH:8]=[CH:7][CH:6]=[CH:5][CH:4]=1 |^1:0|. Procedure details: A solution of 0.35 g of sodium and 2 ml (about 0.017 mol) of benzylmercaptan in 100 ml of dioxane was added to a solution of 6.3 g (0.015 mol) of 6-chloro-4,7-dimorpholino-2-piperazino-pteridine in 200 ml of dioxane, and the resulting mixture was refluxed for about 2 hours. The solvent was substantially distilled off in vacuo and the residue was taken up in about 200 ml of water. After it had solidified, the reaction product was suction-filtered off, washed with water and dried in vacuo at room ...